This data is from the Open Reaction Database (ORD), a public repository of structured organic reaction records. The task is: describe an organic reaction: reactants, conditions, products, and yield Starting materials: Cl (hydrochloric acid), P(OC)(OC)[O-] (dimethyl phosphite), ClC1=CC=C(C=O)C=C1 (p-chlorobenzaldehyde). Conditions: temperature -40 celsius, time 30 minute. Yields the product O[C@H](C1=CC=C(C=C1)Cl)P(OC)(OC)=O (dimethyl (S)-hydroxy(p-chlorophenyl)methylphosphonate), final product. Yield: 90.0%. Reaction SMILES: [P:1]([O-:6])([O:4][CH3:5])[O:2][CH3:3].[Cl:7][C:8]1[CH:15]=[CH:14][C:11]([CH:12]=[O:13])=[CH:10][CH:9]=1.Cl>>[OH:13][C@@H:12]([P:1](=[O:6])([O:4][CH3:5])[O:2][CH3:3])[C:11]1[CH:14]=[CH:15][C:8]([Cl:7])=[CH:9][CH:10]=1. Procedure details: The solution of ALB in tetrahydrofuran (0.1M, 0.40 ml) obtained in Example 1 was concentrated at room temperature for 1 hour under reduced pressure, then 0.4 ml of toluene was added thereto under an argon atmosphere. To this solution was added dimethyl phosphite (37 μl, 0.40 mmol) at room temperature. After stirring for 30 minutes, the reaction vessel was cooled to -40° C., and it was maintained at this temperature for 15 minutes. Then p-chlorobenzaldehyde (0.40 mmol) was added thereto. After re... Starting materials: CN(C)c1ccc(C(=O)Cl)cc1, O, CC1(C)OCC(CO)O1, c1ccncc1. The product is CN(C)c1ccc(C(=O)OCC2COC(C)(C)O2)cc1. Reaction SMILES: [CH3:1][N:2]([c:3]1[cH:4][cH:5][c:6]([C:7](=[O:8])[Cl:9])[cH:10][cH:11]1)[CH3:12].[OH2:28].[OH:13][CH2:14][CH:15]1[O:16][C:17]([CH3:20])([CH3:21])[O:18][CH2:19]1.[cH:22]1[cH:23][cH:24][n:25][cH:26][cH:27]1>>[CH3:1][N:2]([c:3]1[cH:4][cH:5][c:6]([C:7](=[O:8])[O:13][CH2:14][CH:15]2[O:16][C:17]([CH3:20])([CH3:21])[O:18][CH2:19]2)[cH:10][cH:11]1)[CH3:12]. The reactants are N1C=CC2=CC=CC=C12 (indole), [H-].[Na+] (sodium hydride), C1CO1 (ethylene oxide). The solvent is CN(C)C=O (DMF). Reaction conditions: time 2 hour. Product: OCCN1C=CC2=CC=CC=C12 (1-(2-hydroxyethyl)indole). RXN SMILES: [NH:1]1[C:9]2[C:4](=[CH:5][CH:6]=[CH:7][CH:8]=2)[CH:3]=[CH:2]1.[H-].[Na+].[CH2:12]1[O:14][CH2:13]1>CN(C=O)C>[OH:14][CH2:13][CH2:12][N:1]1[C:9]2[C:4](=[CH:5][CH:6]=[CH:7][CH:8]=2)[CH:3]=[CH:2]1 |f:1.2|. Procedure details: 11.7 g of indole in 500 ml of DMF were treated with 4 g of sodium hydride dispersed in mineral oil. After 1 hour the mixture was cooled in an ice bath and 10 ml of ethylene oxide were added. The mixture was allowed to warm to room temperature and was then stirred for 2 hours. The solvent was evaporated and the residue was treated with 50 ml of water and neutralized with 2M hydrochloric acid. The product was extracted into dichloromethane, the solvent was evaporated and the residue was chromatogr... Reactants: NC1=NC=C(C=C1)Cl (2-amino-5-chloropyridine), BrCC(=O)C1=CC=C(C=C1)C1=CN=CO1 (2-bromo-1-[4-(1,3-oxazol-5-yl)phenyl]-1-ethanone). The product is ClC=1C=CC=2N(C1)C=C(N2)C2=CC=C(C=C2)C2=CN=CO2 (5-[4-(6-Chloroimidazo[1,2-a]pyridin-2-yl)phenyl]-1,3-oxazole). Yield: 27.0%. Reaction SMILES: [NH2:1][C:2]1[CH:7]=[CH:6][C:5]([Cl:8])=[CH:4][N:3]=1.Br[CH2:10][C:11]([C:13]1[CH:18]=[CH:17][C:16]([C:19]2[O:23][CH:22]=[N:21][CH:20]=2)=[CH:15][CH:14]=1)=O>>[Cl:8][C:5]1[CH:6]=[CH:7][C:2]2[N:3]([CH:10]=[C:11]([C:13]3[CH:18]=[CH:17][C:16]([C:19]4[O:23][CH:22]=[N:21][CH:20]=4)=[CH:15][CH:14]=3)[N:1]=2)[CH:4]=1. Procedure: The procedure of Referential Example 1 was repeated, except that 2-amino-5-chloropyridine (49 mg) and 2-bromo-1-[4-(1,3-oxazol-5-yl)phenyl]-1-ethanone (100 mg), which had been produced in Referential Example 10 were used, to thereby yield the title compound (30 mg). Starting materials: NC1=C(OC2=CC(=C3C=C(NC3=C2)C(=O)N=C(NC)N)Cl)C=CC=C1 (6-(2-aminophenoxy)-4-chloro-1-methyl-2-indoloylguanidine), Cl.CO (hydrogen chloride methanol). The product is Cl.NC1=C(OC2=CC(=C3C=C(NC3=C2)C(=O)N=C(NC)N)Cl)C=CC=C1 (6-(2-aminophenoxy)-4-chloro-1-methyl-2-indoloylguanidine hydrochloride). Reaction SMILES: [NH2:1][C:2]1[CH:25]=[CH:24][CH:23]=[CH:22][C:3]=1[O:4][C:5]1[CH:13]=[C:12]2[C:8]([CH:9]=[C:10]([C:14]([N:16]=[C:17]([NH2:20])[NH:18][CH3:19])=[O:15])[NH:11]2)=[C:7]([Cl:21])[CH:6]=1.Cl.CO>>[ClH:21].[NH2:1][C:2]1[CH:25]=[CH:24][CH:23]=[CH:22][C:3]=1[O:4][C:5]1[CH:13]=[C:12]2[C:8]([CH:9]=[C:10]([C:14]([N:16]=[C:17]([NH2:20])[NH:18][CH3:19])=[O:15])[NH:11]2)=[C:7]([Cl:21])[CH:6]=1 |f:1.2,3.4|. Procedure details: A mixture of 0.23 g (0.60 mmol) of 4-chloro-1-methyl-6-(2-nitrophenoxy)-2-indoloylguanidine, 0.72 g (3.20 mmol) of tin (II) chloride dihydrate and 15 ml of ethanol was heated to reflux for 3 hours. After cooling, 28% ammonia water was added to the reaction mixture and ethanol was then distilled off under reduced pressure. The residue was extracted three times with ethyl acetate. The combined extracts were then washed with saturated sodium chloride aqueous solution. After drying over anhydrous ma... The reactants are ClC1=NC=2CCCC(C2C=C1)O (2-chloro-5,6,7,8-tetrahydroquinolin-5-ol), [H-].[Na+] (sodium hydride), CI (methyl iodide). Run in O1CCCC1 (tetrahydrofuran). Reaction conditions: time 20 hour. The product is ClC1=NC=2CCCC(C2C=C1)OC (2-Chloro-5-methoxy-5,6,7,8-tetrahydroquinoline). The yield is 61.0%. Reaction SMILES: [Cl:1][C:2]1[CH:11]=[CH:10][C:9]2[CH:8]([OH:12])[CH2:7][CH2:6][CH2:5][C:4]=2[N:3]=1.[H-].[Na+].[CH3:15]I>O1CCCC1>[Cl:1][C:2]1[CH:11]=[CH:10][C:9]2[CH:8]([O:12][CH3:15])[CH2:7][CH2:6][CH2:5][C:4]=2[N:3]=1 |f:1.2|. Procedure: To a solution of 2-chloro-5,6,7,8-tetrahydroquinolin-5-ol (319 mg, 1.737 mmol) in tetrahydrofuran (8 mL) was added in small portions sodium hydride (83 mg, 2.085 mmol; 60 on mineral oil). After stirring the resulting suspension for 20 min at RT methyl iodide (0.119 ml, 1.911 mmol) was added dropwise. The reaction mixture was stirred at RT for 20 h. The reaction was quenched by addition of a saturated ammonium chloride solution. The layers were separated and the aqueous layer was extracted with e... The reactants are CO\N=C(/COC1=CC=C(COC2=CC=C(C=N2)CCC(=O)OCC)C=C1)\C1=CC=CC=C1 (ethyl 3-{6-[(4-{[(2Z)-2-(methoxyimino)-2-phenylethyl]oxy}benzyl)oxy]pyridin-3-yl}propanoate), C1CCOC1 (THF), [OH-].[Na+] (NaOH). Run in C(C)O (Ethanol). Reaction conditions: time 2 hour. Yields the product CO\N=C(/COC1=CC=C(COC2=CC=C(C=N2)CCC(=O)O)C=C1)\C1=CC=CC=C1 (3-{6-[(4-{[(2Z)-2-(methoxyimino)-2-phenylethyl]oxy}benzyl)oxy]pyridin-3-yl}propanoic acid). Isolated yield 35.0%. Reaction SMILES: [CH3:1][O:2]/[N:3]=[C:4](/[C:28]1[CH:33]=[CH:32][CH:31]=[CH:30][CH:29]=1)\[CH2:5][O:6][C:7]1[CH:27]=[CH:26][C:10]([CH2:11][O:12][C:13]2[N:18]=[CH:17][C:16]([CH2:19][CH2:20][C:21]([O:23]CC)=[O:22])=[CH:15][CH:14]=2)=[CH:9][CH:8]=1.C1COCC1.[OH-].[Na+]>C(O)C>[CH3:1][O:2]/[N:3]=[C:4](/[C:28]1[CH:29]=[CH:30][CH:31]=[CH:32][CH:33]=1)\[CH2:5][O:6][C:7]1[CH:27]=[CH:26][C:10]([CH2:11][O:12][C:13]2[N:18]=[CH:17][C:16]([CH2:19][CH2:20][C:21]([OH:23])=[O:22])=[CH:15][CH:14]=2)=[CH:9][CH:8]=1 |f:2.3|. Procedure details: To a stirring solution of ethyl 3-{6-[(4-{[(2Z)-2-(methoxyimino)-2-phenylethyl]oxy}benzyl)oxy]pyridin-3-yl}propanoate (0.03 g, 0.067 mmol) in the mixture of THF and Ethanol was added aqueous NaOH (0.03 g, 0.067 mmol) at 0° C., then stirred at RT for 2 h. After the completion of the SM reaction mass was concentrated under vacuum at 25° C. to remove solvents and diluted with water. Aqueous portion was neutralized with citric acid up to neutral pH, then extracted with ethyl acetate organic layer wa...